describe an organic reaction: reactants, conditions, products, and yield From a dataset of the Open Reaction Database (ORD), a public repository of structured organic reaction records. Starting materials: [Cl-].[NH4+] (ammonium chloride), C1(CC1)NC(=O)C=1C=CC(=C(C1)NC(C1=C(C=CC(=C1)F)[N+](=O)[O-])=O)C (N-{5-[(cyclopropylamino)carbonyl]-2-methylphenyl}-5-fluoro-2-nitrobenzamide), C(C)(C)(C)OC(=O)N1[C@@H](CCC1)CO ((S)-(−)-1-(tert-butoxycarbonyl)-2-pyrrolidinemethanol), [H-].[Na+] (sodium hydride). Solvent: CN(C)C=O (DMF). Reaction conditions: time 24 hour. Yields the product Cl.C1(CC1)NC(=O)C=1C=CC(=C(C1)NC(C1=C(C=CC(=C1)OC[C@H]1NCCC1)[N+](=O)[O-])=O)C (N-{5-[(cyclopropylamino)carbonyl]-2-methylphenyl}-2-nitro-5-[(2S)-pyrrolidin-2-ylmethoxy]benzamide hydrochloride salt). Reaction SMILES: [CH:1]1([NH:4][C:5]([C:7]2[CH:8]=[CH:9][C:10]([CH3:26])=[C:11]([NH:13][C:14](=[O:25])[C:15]3[CH:20]=[C:19](F)[CH:18]=[CH:17][C:16]=3[N+:22]([O-:24])=[O:23])[CH:12]=2)=[O:6])[CH2:3][CH2:2]1.C(OC([N:34]1[CH2:38][CH2:37][CH2:36][C@H:35]1[CH2:39][OH:40])=O)(C)(C)C.[H-].[Na+].[Cl-:43].[NH4+]>CN(C=O)C>[ClH:43].[CH:1]1([NH:4][C:5]([C:7]2[CH:8]=[CH:9][C:10]([CH3:26])=[C:11]([NH:13][C:14](=[O:25])[C:15]3[CH:20]=[C:19]([O:40][CH2:39][C@@H:35]4[CH2:36][CH2:37][CH2:38][NH:34]4)[CH:18]=[CH:17][C:16]=3[N+:22]([O-:24])=[O:23])[CH:12]=2)=[O:6])[CH2:3][CH2:2]1 |f:2.3,4.5,7.8|. Procedure details: To a solution of N-{5-[(cyclopropylamino)carbonyl]-2-methylphenyl}-5-fluoro-2-nitrobenzamide (3.0 g) and (S)-(−)-1-(tert-butoxycarbonyl)-2-pyrrolidinemethanol (2.54 g) in DMF (45 ml) was added sodium hydride (1.34 g of a 60% dispersion in oil) portion-wise (ice bath cooling). The reaction was stirred for 24 hours at room temperature under an atmosphere of argon. The reaction mixture was then poured into a saturated aqueous ammonium chloride solution (200 ml) and the resulting precipitate was col... Reactants: FC1=CC=C(C=C1)C(C(CC(C(C)C)=O)C1=CC=CC=C1)=O (1-(4-fluorophenyl)-5-methyl-2-phenyl-1,4-hexanedione), NCC[C@@H]1C[C@@H](OC2(O1)CCCCC2)CC(=O)OC2CCCCC2 (cyclohexyl 2-((2R,4R)-4-(2-aminoethyl)-1,5-dioxaspiro[5.5]undecan-2-yl)acetate). Yields the product FC1=CC=C(C=C1)C=1N(C(=CC1C1=CC=CC=C1)C(C)C)CC[C@@H]1C[C@@H](OC2(O1)CCCCC2)CC(=O)OC2CCCCC2 (cyclohexyl 2-((2R,4R)-4-(2-(2-(4-fluorophenyl)-5-isopropyl-3-phenyl-1H-pyrrol-1-yl)ethyl)-1,5-dioxaspiro[5.5]undecan-2-yl)acetate). Procedure: According the same method as in Example 4-1, the title compound was synthesized using 1-(4-fluorophenyl)-5-methyl-2-phenyl-1,4-hexanedione and cyclohexyl 2-((2R,4R)-4-(2-aminoethyl)-1,5-dioxaspiro[5.5]undecan-2-yl)acetate. Reaction SMILES: [F:1][C:2]1[CH:7]=[CH:6][C:5]([C:8](=O)[CH:9]([C:16]2[CH:21]=[CH:20][CH:19]=[CH:18][CH:17]=2)[CH2:10][C:11](=O)[CH:12]([CH3:14])[CH3:13])=[CH:4][CH:3]=1.[NH2:23][CH2:24][CH2:25][C@H:26]1[O:31][C:30]2([CH2:36][CH2:35][CH2:34][CH2:33][CH2:32]2)[O:29][C@@H:28]([CH2:37][C:38]([O:40][CH:41]2[CH2:46][CH2:45][CH2:44][CH2:43][CH2:42]2)=[O:39])[CH2:27]1>>[F:1][C:2]1[CH:7]=[CH:6][C:5]([C:8]2[N:23]([CH2:24][CH2:25][C@H:26]3[O:31][C:30]4([CH2:36][CH2:35][CH2:34][CH2:33][CH2:32]4)[O:29][C@@H:28]([CH2:37][C:38]([O:40][CH:41]4[CH2:46][CH2:45][CH2:44][CH2:43][CH2:42]4)=[O:39])[CH2:27]3)[C:11]([CH:12]([CH3:14])[CH3:13])=[CH:10][C:9]=2[C:16]2[CH:21]=[CH:20][CH:19]=[CH:18][CH:17]=2)=[CH:4][CH:3]=1. Reactants: O=C([O-])[O-], Oc1ccc2c(c1)OCO2, ClCCl, [Cs+], [Cs+], CCOC(=O)c1c(Cl)nc2c(oc3ccccc32)c1-c1ccc2c(c1)OCCO2, CN(C)C=O. Product: CCOC(=O)c1c(Oc2ccc3c(c2)OCO3)nc2c(oc3ccccc32)c1-c1ccc2c(c1)OCCO2. As a reaction SMILES: [C:30](=[O:31])([O-:32])[O-:33].[CH2:36]1[O:37][c:38]2[cH:39][c:40]([OH:45])[cH:41][cH:42][c:43]2[O:44]1.[Cl:51][CH2:52][Cl:53].[Cs+:34].[Cs+:35].[O:1]1[CH2:2][CH2:3][O:4][c:5]2[c:6]1[cH:7][cH:8][c:9](-[c:11]1[c:12]3[c:13]([n:14][c:15]([Cl:22])[c:16]1[C:17](=[O:18])[O:19][CH2:20][CH3:21])[c:23]1[c:24]([o:25]3)[cH:26][cH:27][cH:28][cH:29]1)[cH:10]2.[O:46]=[CH:47][N:48]([CH3:49])[CH3:50]>>[O:1]1[CH2:2][CH2:3][O:4][c:5]2[c:6]1[cH:7][cH:8][c:9](-[c:11]1[c:12]3[c:13]([n:14][c:15]([O:45][c:40]4[cH:39][c:38]5[c:43]([cH:42][cH:41]4)[O:44][CH2:36][O:37]5)[c:16]1[C:17](=[O:18])[O:19][CH2:20][CH3:21])[c:23]1[c:24]([o:25]3)[cH:26][cH:27][cH:28][cH:29]1)[cH:10]2. Reactants: ClC1=CC=2C3=C(N(C2C=C1)CC(=O)OCC)CCN(C3)C (ethyl 2-(8-chloro-1,2,3,4-tetrahydro-2-methylpyrido[4,3-b]indol-5-yl)acetate), C1(CCCC1)N (cyclopentylamine). Conditions: temperature 120 celsius. Yields the product ClC1=CC=2C3=C(N(C2C=C1)CC(=O)NC1CCCC1)CCN(C3)C (2-(8-chloro-1,2,3,4-tetrahydro-2-methylpyrido[4,3-b]indol-5-yl)-N-cyclopentylacetamide). Reaction SMILES: [Cl:1][C:2]1[CH:10]=[CH:9][C:8]2[N:7]([CH2:11][C:12]([O:14]CC)=O)[C:6]3[CH2:17][CH2:18][N:19]([CH3:21])[CH2:20][C:5]=3[C:4]=2[CH:3]=1.[CH:22]1([NH2:27])[CH2:26][CH2:25][CH2:24][CH2:23]1>>[Cl:1][C:2]1[CH:10]=[CH:9][C:8]2[N:7]([CH2:11][C:12]([NH:27][CH:22]3[CH2:26][CH2:25][CH2:24][CH2:23]3)=[O:14])[C:6]3[CH2:17][CH2:18][N:19]([CH3:21])[CH2:20][C:5]=3[C:4]=2[CH:3]=1. Procedure details: A mixture of ethyl 2-(8-chloro-1,2,3,4-tetrahydro-2-methylpyrido[4,3-b]indol-5-yl)acetate (100 mg) and cyclopentylamine (1 ml) was heated at 120° C. for 15 h to obtain 2-(8-chloro-1,2,3,4-tetrahydro-2-methylpyrido[4,3-b]indol-5-yl)-N-cyclopentylacetamide after purification on neutral alumina chromatography eluting with methanol-dichloromethane gradient. The free base was converted into its oxalate salt by treatment of oxalic acid (1 equiv) in anhydrous THF. Starting materials: C1(CCCC1)OC=1C=C(C(N)=S)C=CC1OC (3-cyclopentyloxy-4-methoxybenzthioamide), ClCC=O (chloroacetaldehyde). The solvent is C(C)O (ethanol). Product: C1(CCCC1)OC=1C=C(C=CC1OC)C=1SC=CN1 (2-(3-Cyclopentyloxy-4-methoxyphenyl)thiazole). Yield: 63.2%. Reaction SMILES: [CH:1]1([O:6][C:7]2[CH:8]=[C:9]([CH:13]=[CH:14][C:15]=2[O:16][CH3:17])[C:10](=[S:12])[NH2:11])[CH2:5][CH2:4][CH2:3][CH2:2]1.Cl[CH2:19][CH:20]=O>C(O)C>[CH:1]1([O:6][C:7]2[CH:8]=[C:9]([C:10]3[S:12][CH:19]=[CH:20][N:11]=3)[CH:13]=[CH:14][C:15]=2[O:16][CH3:17])[CH2:2][CH2:3][CH2:4][CH2:5]1. Reported procedure: A solution of 130 mg of 3-cyclopentyloxy-4-methoxybenzthioamide and 100 mg of chloroacetaldehyde in 15 ml of ethanol was heated at reflux for 6 hours. The volatiles were evaporated and the residue purified on silica gel with CH2Cl2 to give 90 mg of product. M.P.: 72°-75° C. The reactants are COC(C1=CC(=CC(=C1)O)OCC)=O (3-ethoxy-5-hydroxy-benzoic acid methyl ester), O1CCC(CC1)O (tetrahydro-pyran-4-ol), C1(=CC=CC=C1)P(C1=CC=CC=C1)C1=CC=CC=C1 (triphenylphosphine), CCOC(=O)/N=N/C(=O)OCC (DEAD). Run in C1CCOC1 (THF), C1CCOC1 (THF). Reaction conditions: time 6 hour. Product: crude material, COC(C1=CC(=CC(=C1)OC1CCOCC1)OCC)=O (3-Ethoxy-5-(tetrahydro-pyran-4-yloxy)-benzoic acid methyl ester). The yield is 56.0%. Reaction SMILES: C1(P(C2C=CC=CC=2)C2C=CC=CC=2)C=CC=CC=1.CCOC(/N=N/C(OCC)=O)=O.[CH3:32][O:33][C:34](=[O:45])[C:35]1[CH:40]=[C:39](O)[CH:38]=[C:37]([O:42][CH2:43][CH3:44])[CH:36]=1.[O:46]1[CH2:51][CH2:50][CH:49]([OH:52])[CH2:48][CH2:47]1>C1COCC1>[CH3:32][O:33][C:34](=[O:45])[C:35]1[CH:40]=[C:39]([O:52][CH:49]2[CH2:50][CH2:51][O:46][CH2:47][CH2:48]2)[CH:38]=[C:37]([O:42][CH2:43][CH3:44])[CH:36]=1. Procedure: To a mixture of triphenylphosphine (1.18 g, 4.49 mmol, 1.1 equiv) and DEAD (0.76 mL, 0.85 g, 4.89 mmol, 1.2 equiv) in anhydrous THF (10 mL) was added 3-ethoxy-5-hydroxy-benzoic acid methyl ester (0.8 g, 4.08 mmol, 1.0 equiv; prepared as described in WO 99/05123 A1, Astra Pharmaceuticals Ltd.) and tetrahydro-pyran-4-ol (0.42 g, 4.08 mmol, 1.0 equiv), dissolved in THF (10 mL), at 0° C. under Ar. After stirring for 6 h, the solvent was partially removed by evaporation under reduced pressure, water ... The reactants are ClC=1C(=C(NC2=NC=NC3=CC(=C(C=C23)O)OC)C=CC1)F (4-(3-chloro-2-fluoroanilino)-6-hydroxy-7-methoxyquinazoline), C(C)(C)(C)OC(=O)N1C[C@@H](CC1)OS(=O)(=O)C1=CC=C(C=C1)[N+](=O)[O-] (tert-butyl-3-(R)-[(4-nitrophenyl)sulfonyloxy]pyrrolidine-1-carboxylate), [F-].[Cs+] (cesium fluoride). The solvent is CN(C=O)C (dimethylformamide). Reaction conditions: time 18 hour. Yields the product ClC=1C(=C(NC2=NC=NC3=CC(=C(C=C23)O[C@@H]2CN(CC2)C(=O)OC(C)(C)C)OC)C=CC1)F (4-(3-chloro-2-fluoroanilino)-6-[(3S)-1-tert-butoxycarbonylpyrrolidin-3-yloxy]-7-methoxyquinazoline). Isolated yield 94.8%. Reaction SMILES: [Cl:1][C:2]1[C:3]([F:22])=[C:4]([CH:19]=[CH:20][CH:21]=1)[NH:5][C:6]1[C:15]2[C:10](=[CH:11][C:12]([O:17][CH3:18])=[C:13]([OH:16])[CH:14]=2)[N:9]=[CH:8][N:7]=1.[C:23]([O:27][C:28]([N:30]1[CH2:34][CH2:33][C@@H:32](OS(C2C=CC([N+]([O-])=O)=CC=2)(=O)=O)[CH2:31]1)=[O:29])([CH3:26])([CH3:25])[CH3:24].[F-].[Cs+]>CN(C)C=O>[Cl:1][C:2]1[C:3]([F:22])=[C:4]([CH:19]=[CH:20][CH:21]=1)[NH:5][C:6]1[C:15]2[C:10](=[CH:11][C:12]([O:17][CH3:18])=[C:13]([O:16][C@H:33]3[CH2:32][CH2:31][N:30]([C:28]([O:27][C:23]([CH3:26])([CH3:25])[CH3:24])=[O:29])[CH2:34]3)[CH:14]=2)[N:9]=[CH:8][N:7]=1 |f:2.3|. Procedure details: A mixture of 4-(3-chloro-2-fluoroanilino)-6-hydroxy-7-methoxyquinazoline (2.0 g; prepared as described in Example 22-preparation of starting materials), tert-butyl-3-(R)-[(4-nitrophenyl)sulfonyloxy]pyrrolidine-1-carboxylate (2.4 g) and cesium fluoride (2.9 g) in dimethylformamide (30 ml) was stirred at room temperature for 18 hours. The reaction mixture was evaporated under vacuum and partitioned between methylene chloride and water. The solutions were filtered to remove insoluble solids and the...